From a dataset of the Open Reaction Database (ORD), a public repository of structured organic reaction records. describe an organic reaction: reactants, conditions, products, and yield Reactants: BrC(C(CC)C=1C=C2CCC(NC2=CC1)=O)=O (6-(α-bromobutanoyl)-3,4-dihydrocarbostyril), NC(=S)N (thiourea), C(C)O (ethanol). Conditions: time 30 minute. The product is NC=1SC(=C(N1)C=1C=C2CCC(NC2=CC1)=O)CC (6-(2-Amino-5-Ethylthiazol-4-yl)-3,4-Dihydrocarbostyril). As a reaction SMILES: BrC(=O)[CH:3]([C:6]1[CH:7]=[C:8]2[C:13](=[CH:14][CH:15]=1)[NH:12][C:11](=[O:16])[CH2:10][CH2:9]2)[CH2:4][CH3:5].[NH2:18][C:19]([NH2:21])=[S:20].[CH2:22](O)C>>[NH2:18][C:19]1[S:20][C:4]([CH2:5][CH3:22])=[C:3]([C:6]2[CH:7]=[C:8]3[C:13](=[CH:14][CH:15]=2)[NH:12][C:11](=[O:16])[CH2:10][CH2:9]3)[N:21]=1. Reported procedure: A mixture of 6-(α-bromobutanoyl)-3,4-dihydrocarbostyril (7 g), thiourea (1.9 g) and absolute ethanol (250 ml) is stirred at reflux for 4 hours. The reaction mixture is cooled in an ice bath and the solid filtered, washed with ether, dried and suspended in aqueous sodium bicarbonate for 30 minutes. The neutralized solid is filtered, washed with water and isopropanol, and dried. The dried solid is suspended in boiling THF to which methane sulfonic acid is added. The resulting THF solution is conce...